This data is from the Open Reaction Database (ORD), a public repository of structured organic reaction records. The task is: describe an organic reaction: reactants, conditions, products, and yield Starting materials: C(=O)(OCC)C=CCO[C@@H]1C[C@H]2CC[C@H]3[C@]4(CC[C@@H]([C@@]4(C)CC[C@@H]3[C@]2(CC1)C)C1=COC=C1)O (3β-(3-carbethoxyprop-2-enoxy)-17β-(3-furyl)-5β-androstan-14β-ol), solution, O (water). Run in O1CCCC1 (tetrahydrofuran), [H-].COCCO[Al+]OCCOC.[Na+].[H-] (sodium bis(2-methoxyethoxy)aluminum hydride). Yields the product OCCCCO[C@@H]1C[C@H]2CC[C@H]3[C@]4(CC[C@@H]([C@@]4(C)CC[C@@H]3[C@]2(CC1)C)C1=COC=C1)O (3β-(4-hydroxybutoxy)-17β-(3-furyl)-5β-androstan-14β-ol). The yield is 82.0%. RXN SMILES: [C:1]([CH:6]=[CH:7][CH2:8][O:9][C@H:10]1[CH2:27][CH2:26][C@@:25]2([CH3:28])[C@H:12]([CH2:13][CH2:14][C@@H:15]3[C@@H:24]2[CH2:23][CH2:22][C@@:20]2([CH3:21])[C@:16]3([OH:34])[CH2:17][CH2:18][C@@H:19]2[C:29]2[CH:33]=[CH:32][O:31][CH:30]=2)[CH2:11]1)(OCC)=[O:2].O>O1CCCC1.[H-].COCCO[Al+]OCCOC.[Na+].[H-]>[OH:2][CH2:1][CH2:6][CH2:7][CH2:8][O:9][C@H:10]1[CH2:27][CH2:26][C@@:25]2([CH3:28])[C@H:12]([CH2:13][CH2:14][C@@H:15]3[C@@H:24]2[CH2:23][CH2:22][C@@:20]2([CH3:21])[C@:16]3([OH:34])[CH2:17][CH2:18][C@@H:19]2[C:29]2[CH:33]=[CH:32][O:31][CH:30]=2)[CH2:11]1 |f:3.4.5.6|. Procedure details: To a solution of 0.40 g of 3β-(3-carbethoxyprop-2-enoxy)-17β-(3-furyl)-5β-androstan-14β-ol in 30 ml of anhydrous tetrahydrofuran, 2 ml of sodium bis(2-methoxyethoxy)aluminum hydride (solution 3.4M in toluene) were added at room temperature. The solution was kept at reflux temperature for 8 hrs, then 10 ml of water were added and the organic solution was evaporated to dryness under reduced pressure. The residue was extracted with ethyl acetate and the organic layer was dried over anhydrous sodium... Reactants: CC(C)(C)OC(=O)N1CC2CCN(C(=O)OCc3ccccc3)CC21, CO. The product is CC(C)(C)OC(=O)N1CC2CCNCC21. RXN SMILES: [C:1]([CH3:2])([CH3:3])([CH3:4])[O:5][C:6](=[O:7])[N:8]1[CH2:9][CH:10]2[CH2:11][CH2:12][N:13]([C:16]([O:17][CH2:18][c:19]3[cH:20][cH:21][cH:22][cH:23][cH:24]3)=[O:25])[CH2:14][CH:15]12.[CH3:26][OH:27]>>[C:1]([CH3:2])([CH3:3])([CH3:4])[O:5][C:6](=[O:7])[N:8]1[CH2:9][CH:10]2[CH2:11][CH2:12][NH:13][CH2:14][CH:15]12. Reactants: CO, O=C(NC(CO)Cc1ccccc1)c1cc(OCc2ccccc2)ccc1O. The product is O=C(NC(CO)Cc1ccccc1)c1cc(O)ccc1O. RXN SMILES: [CH3:29][OH:30].[OH:1][CH2:2][CH:3]([CH2:4][c:5]1[cH:6][cH:7][cH:8][cH:9][cH:10]1)[NH:11][C:12]([c:13]1[c:14]([OH:27])[cH:15][cH:16][c:17]([O:19][CH2:20][c:21]2[cH:22][cH:23][cH:24][cH:25][cH:26]2)[cH:18]1)=[O:28]>>[OH:1][CH2:2][CH:3]([CH2:4][c:5]1[cH:6][cH:7][cH:8][cH:9][cH:10]1)[NH:11][C:12]([c:13]1[c:14]([OH:27])[cH:15][cH:16][c:17]([OH:19])[cH:18]1)=[O:28].